From a dataset of the Open Reaction Database (ORD), a public repository of structured organic reaction records. describe an organic reaction: reactants, conditions, products, and yield Run at time 8 hour. Yield: 45.9%. Procedure details: The mixture of rac-3-bromo-6-chloro-3-(3-chloro-benzyl)-1,3-dihydro-indol-2-one (100 mg, 0.27 mmol) (from example 1c supra), 6-Chloro-2,3-dihydro-1H-indole (62 mg, 0.45 mmol) and K2CO3 (110 mg, 0.80 mmol) in DMF (1 mL) was stirred at room temperature overnight. Then water (10 mL) was added and the desired product was precipitated out. The crude product was purified by prep-HPLC to give 55 mg rac-6,6′-Dichloro-3′-(3-chloro-benzyl)-2,3,1′,3′-tetrahydro-[1,3′]biindolyl-2′-one. MS: [M+H]+=443 Reactants: O (water), BrC1(C(NC2=CC(=CC=C12)Cl)=O)CC1=CC(=CC=C1)Cl (rac-3-bromo-6-chloro-3-(3-chloro-benzyl)-1,3-dihydro-indol-2-one), ClC1=CC=C2CCNC2=C1 (6-Chloro-2,3-dihydro-1H-indole), C(=O)([O-])[O-].[K+].[K+] (K2CO3). The product is ClC1=CC=C2CCN(C2=C1)C1(C(NC2=CC(=CC=C12)Cl)=O)CC1=CC(=CC=C1)Cl (rac-6,6′-Dichloro-3′-(3-chloro-benzyl)-2,3,1′,3′-tetrahydro-[1,3′]biindolyl-2′-one). RXN SMILES: Br[C:2]1([CH2:13][C:14]2[CH:19]=[CH:18][CH:17]=[C:16]([Cl:20])[CH:15]=2)[C:10]2[C:5](=[CH:6][C:7]([Cl:11])=[CH:8][CH:9]=2)[NH:4][C:3]1=[O:12].[Cl:21][C:22]1[CH:30]=[C:29]2[C:25]([CH2:26][CH2:27][NH:28]2)=[CH:24][CH:23]=1.C([O-])([O-])=O.[K+].[K+].O>CN(C=O)C>[Cl:21][C:22]1[CH:30]=[C:29]2[C:25]([CH2:26][CH2:27][N:28]2[C:2]2([CH2:13][C:14]3[CH:19]=[CH:18][CH:17]=[C:16]([Cl:20])[CH:15]=3)[C:10]3[C:5](=[CH:6][C:7]([Cl:11])=[CH:8][CH:9]=3)[NH:4][C:3]2=[O:12])=[CH:24][CH:23]=1 |f:2.3.4|. Solvent: CN(C)C=O (DMF). The reactants are Cc1ccccc1, N#Cc1cnn2c1N(C(=O)CCl)CC=C2c1cccc(C(F)(F)F)c1, FC(F)(F)c1ccccc1CN1CCNCC1, [Na+], [Na+], O=C([O-])[O-]. Product: N#Cc1cnn2c1N(C(=O)CN1CCN(Cc3ccccc3C(F)(F)F)CC1)CC=C2c1cccc(C(F)(F)F)c1. Reaction SMILES: [CH3:49][c:50]1[cH:51][cH:52][cH:53][cH:54][cH:55]1.[Cl:1][CH2:2][C:3](=[O:4])[N:5]1[c:6]2[n:7]([n:21][cH:22][c:23]2[C:24]#[N:25])[C:8]([c:11]2[cH:12][c:13]([C:17]([F:18])([F:19])[F:20])[cH:14][cH:15][cH:16]2)=[CH:9][CH2:10]1.[F:26][C:27]([c:28]1[c:29]([CH2:30][N:31]2[CH2:32][CH2:33][NH:34][CH2:35][CH2:36]2)[cH:37][cH:38][cH:39][cH:40]1)([F:41])[F:42].[Na+:43].[Na+:44].[O-:45][C:46](=[O:47])[O-:48]>>[CH2:2]([C:3](=[O:4])[N:5]1[c:6]2[n:7]([n:21][cH:22][c:23]2[C:24]#[N:25])[C:8]([c:11]2[cH:12][c:13]([C:17]([F:18])([F:19])[F:20])[cH:14][cH:15][cH:16]2)=[CH:9][CH2:10]1)[N:34]1[CH2:33][CH2:32][N:31]([CH2:30][c:29]2[c:28]([C:27]([F:26])([F:41])[F:42])[cH:40][cH:39][cH:38][cH:37]2)[CH2:36][CH2:35]1.